From a dataset of the Open Reaction Database (ORD), a public repository of structured organic reaction records. describe an organic reaction: reactants, conditions, products, and yield The reactants are N#Cc1cc(S(=O)(=O)Nc2nccs2)ccc1F, O=C([O-])[O-], CCOCC, CN(C)C=O, Cn1nccc1-c1cc(Cl)ccc1O, [K+], [K+]. Product: Cn1nccc1-c1cc(Cl)ccc1Oc1ccc(S(=O)(=O)Nc2nccs2)cc1C#N. Reaction SMILES: [C:1](#[N:2])[c:3]1[cH:4][c:5]([S:10](=[O:11])(=[O:12])[NH:13][c:14]2[s:15][cH:16][cH:17][n:18]2)[cH:6][cH:7][c:8]1[F:9].[C:33](=[O:34])([O-:35])[O-:36].[CH3:39][CH2:40][O:41][CH2:42][CH3:43].[CH3:44][N:45]([CH3:46])[CH:47]=[O:48].[Cl:19][c:20]1[cH:21][c:22](-[c:27]2[cH:28][cH:29][n:30][n:31]2[CH3:32])[c:23]([OH:26])[cH:24][cH:25]1.[K+:37].[K+:38]>>[C:1](#[N:2])[c:3]1[cH:4][c:5]([S:10](=[O:11])(=[O:12])[NH:13][c:14]2[s:15][cH:16][cH:17][n:18]2)[cH:6][cH:7][c:8]1[O:26][c:23]1[c:22](-[c:27]2[cH:28][cH:29][n:30][n:31]2[CH3:32])[cH:21][c:20]([Cl:19])[cH:25][cH:24]1. The reactants are BrC=1C=C(C(N(C1)C)=O)OCC(F)(F)F (5-bromo-1-methyl-3-(2,2,2-trifluoro ethoxy)pyridin-2-one), FC1=C(OC2=C(C=C(C=C2)NS(=O)(=O)CC)B2OC(C(O2)(C)C)(C)C)C=CC(=C1)F (N-[4-(2,4-difluorophenoxy)-3-(4,4,5,5-tetramethyl-1,3,2-dioxaborolan-2-yl)phenyl]ethanesulfonamide), [O-]P(=O)([O-])[O-].[K+].[K+].[K+] (K3PO4). Reagents/catalysts: O (water), C1=CC=C(C=C1)P([C-]2C=CC=C2)C3=CC=CC=C3.C1=CC=C(C=C1)P([C-]2C=CC=C2)C3=CC=CC=C3.Cl[Pd]Cl.[Fe+2] (Pd(dppf)Cl2). Run in O1CCOCC1 (dioxane). Reaction conditions: temperature 70 celsius. The product is FC1=C(OC2=C(C=C(C=C2)NS(=O)(=O)CC)C2=CN(C(C(=C2)OCC(F)(F)F)=O)C)C=CC(=C1)F (N-[4-(2,4-difluorophenoxy)-3-[1-methyl-6-oxo-5-(2,2,2-trifluoroethoxyl)pyridin-3-yl]phenyl]ethanesulfonamide). Isolated yield 11.8%. As a reaction SMILES: Br[C:2]1[CH:3]=[C:4]([O:10][CH2:11][C:12]([F:15])([F:14])[F:13])[C:5](=[O:9])[N:6]([CH3:8])[CH:7]=1.[F:16][C:17]1[CH:44]=[C:43]([F:45])[CH:42]=[CH:41][C:18]=1[O:19][C:20]1[CH:25]=[CH:24][C:23]([NH:26][S:27]([CH2:30][CH3:31])(=[O:29])=[O:28])=[CH:22][C:21]=1B1OC(C)(C)C(C)(C)O1.[O-]P([O-])([O-])=O.[K+].[K+].[K+]>O1CCOCC1.O.C1C=CC(P(C2C=CC=CC=2)[C-]2C=CC=C2)=CC=1.C1C=CC(P(C2C=CC=CC=2)[C-]2C=CC=C2)=CC=1.Cl[Pd]Cl.[Fe+2]>[F:16][C:17]1[CH:44]=[C:43]([F:45])[CH:42]=[CH:41][C:18]=1[O:19][C:20]1[CH:21]=[CH:22][C:23]([NH:26][S:27]([CH2:30][CH3:31])(=[O:28])=[O:29])=[CH:24][C:25]=1[C:2]1[CH:3]=[C:4]([O:10][CH2:11][C:12]([F:15])([F:14])[F:13])[C:5](=[O:9])[N:6]([CH3:8])[CH:7]=1 |f:2.3.4.5,8.9.10.11|. Procedure details: A mixture of 5-bromo-1-methyl-3-(2,2,2-trifluoro ethoxy)pyridin-2-one (50 mg, 0.18 mmol), N-[4-(2,4-difluorophenoxy)-3-(4,4,5,5-tetramethyl-1,3,2-dioxaborolan-2-yl)phenyl]ethanesulfonamide (79 mg, 0.18 mmol), Pd(dppf)Cl2 (11 mg) and K3PO4 (76 mg, 0.36 mmol) in dioxane (5 mL) and water (5 drops) was purged with nitrogen, capped, and heated to 70° C. for 8 h. After the mixture was filtered, the filtrate was concentrated in vacuo and purified by prep-HPLC to afford the title compound (11 mg, 11%) a... Reactants: C1(=CCCCC1)NC1=CC=CC=C1 (cyclohexenylaniline), CCO.CC(=O)O (EtOH AcOH). The reagents and catalysts are [Pd] (Pd on carbon). Conditions: time 8 hour. Product: CC1(CCC(CC1)NC1=CC=CC=C1)C (4,4-Dimethylcyclohexyl aniline). Yield: 90.0%. Reaction SMILES: [C:1]1([NH:7][C:8]2[CH:13]=[CH:12]C=[CH:10][CH:9]=2)[CH2:6][CH2:5][CH2:4][CH2:3][CH:2]=1.[CH3:14][CH2:15]O.[CH3:17]C(O)=O>[Pd]>[CH3:17][C:15]1([CH3:14])[CH2:12][CH2:13][CH:8]([NH:7][C:1]2[CH:2]=[CH:3][CH:4]=[CH:5][CH:6]=2)[CH2:9][CH2:10]1 |f:1.2|. Reported procedure: In a Parr hydrogenation flask, cyclohexenylaniline (46.4 g, 0.247 mol) is dissolved in 30 mL of 3:1 EtOH/AcOH and 10% Pd on carbon (0.5 g) is added. The reaction is shaken under H2 (60 psi) overnight. The mixture is filtered through a pad of celite and concentrated under vacuum. The crude product is dissolved with CH2Cl2 and neutralized with saturated aqueous bicarbonate. The organic layer is washed with water, dried over MgSO4 and concentrated to give a the 4,4-Dimethylcyclohexyl aniline as a l... Solvent: C(=O)(C(F)(F)F)O.C(Cl)Cl (TFA DCM). Procedure: Tert-butyl 4-(3-(5-(3-chlorophenylamino)-3-((2,5-dioxoimidazolidin-4-ylidene)methyl)pyrazolo[1,5-a]pyrimidin-7-ylamino)benzoyl)piperazine-1-carboxylate (27 mg, 0.04 mmol) was dissolved in 2 mL of TFA/DCM (1:1) and stirred at room temperature for 1 hour. Excess solvent and TFA were removed by evaporation under a stream of nitrogen. The residue was diluted with water then the mixture was filtered. The recovered solid was washed with water followed by 50% ethanol. The product, 5-((5-(3-chlorophenyl... Conditions: time 1 hour. Isolated yield 21.0%. Reactants: ClC=1C=C(C=CC1)NC1=NC=2N(C(=C1)NC=1C=C(C(=O)N3CCN(CC3)C(=O)OC(C)(C)C)C=CC1)N=CC2C=C2NC(NC2=O)=O (Tert-butyl 4-(3-(5-(3-chlorophenylamino)-3-((2,5-dioxoimidazolidin-4-ylidene)methyl)pyrazolo[1,5-a]pyrimidin-7-ylamino)benzoyl)piperazine-1-carboxylate). Product: ClC=1C=C(C=CC1)NC1=NC=2N(C(=C1)NC1=CC(=CC=C1)C(=O)N1CCNCC1)N=CC2C=C2C(NC(N2)=O)=O (5-((5-(3-chlorophenylamino)-7-(3-(piperazine-1-carbonyl)phenylamino)pyrazolo[1,5-a]pyrimidin-3-yl)methylene)imidazolidine-2,4-dione). Reaction SMILES: [Cl:1][C:2]1[CH:3]=[C:4]([NH:8][C:9]2[CH:14]=[C:13]([NH:15][C:16]3[CH:17]=[C:18]([CH:34]=[CH:35][CH:36]=3)[C:19]([N:21]3[CH2:26][CH2:25][N:24](C(OC(C)(C)C)=O)[CH2:23][CH2:22]3)=[O:20])[N:12]3[N:37]=[CH:38][C:39]([CH:40]=[C:41]4[C:45](=[O:46])[NH:44][C:43](=[O:47])[NH:42]4)=[C:11]3[N:10]=2)[CH:5]=[CH:6][CH:7]=1>C(O)(C(F)(F)F)=O.C(Cl)Cl>[Cl:1][C:2]1[CH:3]=[C:4]([NH:8][C:9]2[CH:14]=[C:13]([NH:15][C:16]3[CH:36]=[CH:35][CH:34]=[C:18]([C:19]([N:21]4[CH2:22][CH2:23][NH:24][CH2:25][CH2:26]4)=[O:20])[CH:17]=3)[N:12]3[N:37]=[CH:38][C:39]([CH:40]=[C:41]4[NH:42][C:43](=[O:47])[NH:44][C:45]4=[O:46])=[C:11]3[N:10]=2)[CH:5]=[CH:6][CH:7]=1 |f:1.2|. The reactants are C1(=CC=CC=C1)SCCCCOC=1C=CC2=C(COC(N2)=O)C1 (6-(4-phenylmercapto-butoxy)-4H-3,1-benzoxazin-2-one), OO (hydrogen peroxide). Yields the product C1(=CC=CC=C1)S(=O)CCCCOC=1C=CC2=C(COC(N2)=O)C1 (6-(4-Phenylsulfinyl-butoxy)-4H-3,1-benzoxazin-2-one). Reaction SMILES: [C:1]1([S:7][CH2:8][CH2:9][CH2:10][CH2:11][O:12][C:13]2[CH:14]=[CH:15][C:16]3[NH:21][C:20](=[O:22])[O:19][CH2:18][C:17]=3[CH:23]=2)[CH:6]=[CH:5][CH:4]=[CH:3][CH:2]=1.[OH:24]O>>[C:1]1([S:7]([CH2:8][CH2:9][CH2:10][CH2:11][O:12][C:13]2[CH:14]=[CH:15][C:16]3[NH:21][C:20](=[O:22])[O:19][CH2:18][C:17]=3[CH:23]=2)=[O:24])[CH:6]=[CH:5][CH:4]=[CH:3][CH:2]=1. Procedure: Prepared analogously to Example 2 from 6-(4-phenylmercapto-butoxy)-4H-3,1-benzoxazin-2-one and hydrogen peroxide. Reactants: C(C1=CC=CC=C1)OC(NC(C)C=1N=C2N(C=CN=C2)C1I)=O ([1-(3-iodo-imidazo[1,2-a]pyrazin-2-yl)-ethyl]-carbamic acid benzyl ester), C(CCC)[Sn](C1=NC=CC=C1)(CCCC)CCCC (2-tributylstannanyl pyridine). Reagents/catalysts: C=1C=CC(=CC1)[P](C=2C=CC=CC2)(C=3C=CC=CC3)[Pd]([P](C=4C=CC=CC4)(C=5C=CC=CC5)C=6C=CC=CC6)([P](C=7C=CC=CC7)(C=8C=CC=CC8)C=9C=CC=CC9)[P](C=1C=CC=CC1)(C=1C=CC=CC1)C=1C=CC=CC1 (Pd(PPh3)4). Solvent: O1CCOCC1 (1,4-dioxane). Conditions: temperature 110 celsius, time 8 hour. The product is [1-(3-pyridin-2-yl-imidazo 1,2-a]pyrazin-2-yl)-ethyl, C(C1=CC=CC=C1)OC(N)=O (carbamic acid benzyl ester). RXN SMILES: [CH2:1]([O:8][C:9](=[O:23])[NH:10]C(C1N=C2C=NC=CN2C=1I)C)[C:2]1[CH:7]=[CH:6][CH:5]=[CH:4][CH:3]=1.C([Sn](CCCC)(CCCC)C1C=CC=CN=1)CCC>O1CCOCC1.C1C=CC([P]([Pd]([P](C2C=CC=CC=2)(C2C=CC=CC=2)C2C=CC=CC=2)([P](C2C=CC=CC=2)(C2C=CC=CC=2)C2C=CC=CC=2)[P](C2C=CC=CC=2)(C2C=CC=CC=2)C2C=CC=CC=2)(C2C=CC=CC=2)C2C=CC=CC=2)=CC=1>[CH2:1]([O:8][C:9](=[O:23])[NH2:10])[C:2]1[CH:7]=[CH:6][CH:5]=[CH:4][CH:3]=1 |^1:52,54,73,92|. Procedure: To a solution of [1-(3-iodo-imidazo[1,2-a]pyrazin-2-yl)-ethyl]-carbamic acid benzyl ester (1.6 g, 3.79 mmol) and 2-tributylstannanyl pyridine (4.1 g, 11.37 mmol) in 1,4-dioxane (20 mL) was added Pd(PPh3)4 (50 mg, 0.4 mmol) at rt. The reaction mixture was stirred overnight at 110° C. After completion of the reaction, the mixture was concentrated in vacuo. The crude product was purified by column chromatography using silica gel (100-200 mesh) and 0-40% acetone in hexane to provide [1-(3-pyridin-2-... Starting materials: C(C)(C)(C)OC(\C=C\C1=CNC=C1)=O ((E)-3-(1H-pyrrol-3-yl)acrylic acid tert-butyl ester), C(C)(C)(C)OC(\C=C\C1=CNC=C1)=O ((E)-3-(1H-pyrrol-3-yl)acrylic acid tert-butyl ester), N1(N=CC=C1)C1=CC=C(C=C1)S(=O)(=O)Cl (4-pyrazol-1-yl-benzenesulfonylchloride). Yields the product C(C)(C)(C)OC(\C=C\C1=CN(C=C1)S(=O)(=O)C1=CC=C(C=C1)N1N=CC=C1)=O ((E)-3-[1-(4-Pyrazol-1-yl-benzenesulfonyl)-1H-pyrrol-3-yl]-acrylic acid tert-butyl ester). Reaction SMILES: [C:1]([O:5][C:6](=[O:14])/[CH:7]=[CH:8]/[C:9]1[CH:13]=[CH:12][NH:11][CH:10]=1)([CH3:4])([CH3:3])[CH3:2].[N:15]1([C:20]2[CH:25]=[CH:24][C:23]([S:26](Cl)(=[O:28])=[O:27])=[CH:22][CH:21]=2)[CH:19]=[CH:18][CH:17]=[N:16]1>>[C:1]([O:5][C:6](=[O:14])/[CH:7]=[CH:8]/[C:9]1[CH:13]=[CH:12][N:11]([S:26]([C:23]2[CH:22]=[CH:21][C:20]([N:15]3[CH:19]=[CH:18][CH:17]=[N:16]3)=[CH:25][CH:24]=2)(=[O:27])=[O:28])[CH:10]=1)([CH3:4])([CH3:2])[CH3:3]. Procedure details: Starting from (E)-3-(1H-1-pyrrol-3-yl)-acrylic acid tert-butyl ester (compound D1) and art-known 4-pyrazol-1-yl-benzenesulfonylchloride the title compound can be obtained analogously or similarly as described for compound C1. Starting materials: CSC=1N(C(C2=C(N1)C=CS2)=O)CCC (2-(methylthio)-3-propylthieno[3,2-d]pyrimidin-4(3H)-one), BrBr (bromine). Run in C(C)(=O)O (acetic acid). Reaction conditions: temperature 0 celsius, time 24 hour. The product is BrC1=CSC2=C1N=C(N(C2=O)CCC)SC (7-bromo-2-(methylthio)-3-propylthieno[3,2-d]pyrimidin-4(3H)-one). Reaction SMILES: [CH3:1][S:2][C:3]1[N:4]([CH2:13][CH2:14][CH3:15])[C:5](=[O:12])[C:6]2[S:11][CH:10]=[CH:9][C:7]=2[N:8]=1.[Br:16]Br>C(O)(=O)C>[Br:16][C:9]1[C:7]2[N:8]=[C:3]([S:2][CH3:1])[N:4]([CH2:13][CH2:14][CH3:15])[C:5](=[O:12])[C:6]=2[S:11][CH:10]=1. Reported procedure: To a solution containing 1.01 g of the title compound of Step B dissolved in approximately 50 mL of acetic acid cooled to 0° C. was added 0.24 mL of bromine. The mixture was allowed to warm to room temperature and stirred for 24 h. The reaction mixture was filtered to obtain 0.60 g of a white solid. The white solid was purified by column chromatography on silica gel eluting with hexane and then 8:1 hexane:ethyl acetate. Collection and evaporation of those fractions containing the least polar com... Reaction SMILES: Cl[C:2]1[C:3]([NH2:9])=[N:4][CH:5]=[N:6][C:7]=1Cl.[NH2:10][CH2:11][C:12]1([OH:25])[CH2:17][CH2:16][N:15]([C:18]([O:20]C(C)(C)C)=O)[CH2:14][CH2:13]1.[O:26]([C:33]1[CH:38]=[CH:37][C:36](B(O)O)=[CH:35][CH:34]=1)[C:27]1[CH:32]=[CH:31][CH:30]=[CH:29][CH:28]=1.[C:42](Cl)(=O)[CH:43]=C>>[NH2:9][C:3]1[N:4]=[CH:5][N:6]=[C:7]([NH:10][CH2:11][C:12]2([OH:25])[CH2:13][CH2:14][N:15]([C:18](=[O:20])[CH:42]=[CH2:43])[CH2:16][CH2:17]2)[C:2]=1[C:30]1[CH:31]=[CH:32][C:27]([O:26][C:33]2[CH:38]=[CH:37][CH:36]=[CH:35][CH:34]=2)=[CH:28][CH:29]=1. The product is NC1=C(C(=NC=N1)NCC1(CCN(CC1)C(C=C)=O)O)C1=CC=C(C=C1)OC1=CC=CC=C1 (1-(4-(((6-amino-5-(4-phenoxyphenyl)pyrimidin-4-yl)amino)methyl)-4-hydroxypiperidin-1-yl)prop-2-en-1-one). Procedure details: 1-(4-(((6-amino-5-(4-phenoxyphenyl)pyrimidin-4-yl)amino)methyl)-4-hydroxypiperidin-1-yl)prop-2-en-1-one was prepared from 5,6-dichloropyrimidin-4-amine, tert-butyl 4-(aminomethyl)-4-hydroxypiperidine-1-carboxylate, (4-phenoxyphenyl)boronic acid, and acryloyl chloride using methods B, C, D, and F. HPLC purity: 100%. MS: m/z=446 [M+H]+. The reactants are ClC=1C(=NC=NC1Cl)N (5,6-dichloropyrimidin-4-amine), NCC1(CCN(CC1)C(=O)OC(C)(C)C)O (tert-butyl 4-(aminomethyl)-4-hydroxypiperidine-1-carboxylate), O(C1=CC=CC=C1)C1=CC=C(C=C1)B(O)O ((4-phenoxyphenyl)boronic acid), C(C=C)(=O)Cl (acryloyl chloride).